Dataset: the Open Reaction Database (ORD), a public repository of structured organic reaction records. Task: describe an organic reaction: reactants, conditions, products, and yield Reaction SMILES: [C:1](#[N:10])[CH:2]=[CH:3][C:4]1[CH:9]=[CH:8][CH:7]=[CH:6][CH:5]=1.[C:11]([O:19][CH2:20][CH3:21])(=[O:18])[CH2:12][C:13]([O:15][CH2:16][CH3:17])=[O:14]>C1(C)C=CC=CC=1>[C:1]([CH2:2][CH:3]([C:4]1[CH:9]=[CH:8][CH:7]=[CH:6][CH:5]=1)[CH:12]([C:13]([O:15][CH2:16][CH3:17])=[O:14])[C:11]([O:19][CH2:20][CH3:21])=[O:18])#[N:10]. Reported procedure: [(S,S)-N-methanesulfonyl-1,2-diphenylethylenediamine]-(hexamethylbenzene)ruthenium (5.5 mg, 0.01 mmol, S/C=50), cinnamonitrile (65 μl, 0.5 mmol), diethyl malonate (76 μl, 0.5 mmol) and toluene (0.5 ml) were added into Schlenk (20 ml) under an argon atmosphere, and stirred at 30° C. for 48 hours. 1HNMR determination of the solution showed that the yield of the product was 46%. The reaction solution was purified by flash column chromatography (hexane/acetone=90/10, SiO2), and the optical purity wa... Run at temperature 30 celsius, time 48 hour. The product is C(#N)CC(C(C(=O)OCC)C(=O)OCC)C1=CC=CC=C1 (ethyl 4-cyano-2-ethoxycarbonyl-3-phenylbutanoate). The reactants are [(S,S)-N-methanesulfonyl-1,2-diphenylethylenediamine]-(hexamethylbenzene)ruthenium, C(C=CC1=CC=CC=C1)#N (cinnamonitrile), C(CC(=O)OCC)(=O)OCC (diethyl malonate). Solvent: C1(=CC=CC=C1)C (toluene). The reactants are CC(=O)OC(C)=O, CC(C)c1cc(C=O)cc(C(C)C)c1O, CN(C)c1ccncc1, ClCCCl. Product: CC(=O)Oc1c(C(C)C)cc(C=O)cc1C(C)C. Reaction SMILES: [CH3:16][C:17](=[O:18])[O:19][C:20](=[O:21])[CH3:22].[CH3:1][CH:2]([CH3:3])[c:4]1[cH:5][c:6]([CH:7]=[O:8])[cH:9][c:10]([CH:13]([CH3:14])[CH3:15])[c:11]1[OH:12].[CH3:23][N:24]([c:25]1[cH:26][cH:27][n:28][cH:29][cH:30]1)[CH3:31].[Cl:32][CH2:33][CH2:34][Cl:35]>>[CH3:1][CH:2]([CH3:3])[c:4]1[cH:5][c:6]([CH:7]=[O:8])[cH:9][c:10]([CH:13]([CH3:14])[CH3:15])[c:11]1[O:12][C:17]([CH3:16])=[O:18].